Dataset: the Open Reaction Database (ORD), a public repository of structured organic reaction records. Task: describe an organic reaction: reactants, conditions, products, and yield Reactants: O (water), FC(C1=NC=NC=C1C(C(C)C)NC)(F)F (4-trifluoromethyl-5-[1-(N-methylamino)-2-methylpropyl]pyrimidine), C([O-])([O-])=O.[K+].[K+] (potassium carbonate), C1(=CC=CC=C1)CC(=O)Cl (phenylacetyl chloride). Solvent: C(C)#N (acetonitrile). Run at time 3 hour. The product is CN(C(CC1=CC=CC=C1)=O)C(C(C)C)C=1C(=NC=NC1)C(F)(F)F (N-methyl-N-[2-methyl-1-(4-trifluoromethylpyrimidin-5-yl)propyl]phenylacetamide). Isolated yield 84.3%. Reaction SMILES: [F:1][C:2]([F:16])([F:15])[C:3]1[C:8]([CH:9]([NH:13][CH3:14])[CH:10]([CH3:12])[CH3:11])=[CH:7][N:6]=[CH:5][N:4]=1.C(=O)([O-])[O-].[K+].[K+].[C:23]1([CH2:29][C:30](Cl)=[O:31])[CH:28]=[CH:27][CH:26]=[CH:25][CH:24]=1.O>C(#N)C>[CH3:14][N:13]([CH:9]([C:8]1[C:3]([C:2]([F:1])([F:15])[F:16])=[N:4][CH:5]=[N:6][CH:7]=1)[CH:10]([CH3:12])[CH3:11])[C:30](=[O:31])[CH2:29][C:23]1[CH:28]=[CH:27][CH:26]=[CH:25][CH:24]=1 |f:1.2.3|. Procedure: 6 g (26 mmol) of 4-trifluoromethyl-5-[1-(N-methylamino)-2-methylpropyl]pyrimidine and 3.6 g (26 mmol) of potassium carbonate were dissolved in 150 ml of acetonitrile, and 4 g (26 mmol) of phenylacetyl chloride was dropwise added, followed by stirring at room temperature for 3 hours. To the reaction solution, 200 ml of water was added, followed by extraction with ethyl acetate. The obtained organic layer was washed with water and then dried over anhydrous magnesium sulfate. Ethyl acetate was dist...